Dataset: the Open Reaction Database (ORD), a public repository of structured organic reaction records. Task: describe an organic reaction: reactants, conditions, products, and yield Starting materials: BrC1=CC=C2C=3C=CC(=CC3C(C2=C1)(C)C)O (7-bromo-9,9-dimethyl-9H-fluoren-2-ol), O (water), C(CC#C)O (but-3-yn-1-ol), Cl (hydrochloric acid). Reagents/catalysts: Cl[Pd]([P](C1=CC=CC=C1)(C2=CC=CC=C2)C3=CC=CC=C3)([P](C4=CC=CC=C4)(C5=CC=CC=C5)C6=CC=CC=C6)Cl (bis(triphenylphosphine)palladium(II) chloride), [Cu]I (copper(I) iodide). The solvent is C1CCOC1 (THF), C(C)(C)NC(C)C (diisopropylamine), C1CCOC1 (THF). Product: crude product, OCCC#CC1=CC=C2C=3C=CC(=CC3C(C2=C1)(C)C)O (7-(4-hydroxybut-1-ynyl)-9,9-dimethyl-9H-fluoren-2-ol). As a reaction SMILES: Br[C:2]1[CH:14]=[C:13]2[C:5]([C:6]3[CH:7]=[CH:8][C:9]([OH:17])=[CH:10][C:11]=3[C:12]2([CH3:16])[CH3:15])=[CH:4][CH:3]=1.[CH2:18]([OH:22])[CH2:19][C:20]#[CH:21].O.Cl>C1COCC1.C(NC(C)C)(C)C.Cl[Pd](Cl)([P](C1C=CC=CC=1)(C1C=CC=CC=1)C1C=CC=CC=1)[P](C1C=CC=CC=1)(C1C=CC=CC=1)C1C=CC=CC=1.[Cu]I>[OH:22][CH2:18][CH2:19][C:20]#[C:21][C:2]1[CH:14]=[C:13]2[C:5]([C:6]3[CH:7]=[CH:8][C:9]([OH:17])=[CH:10][C:11]=3[C:12]2([CH3:16])[CH3:15])=[CH:4][CH:3]=1 |^1:39,58|. Reported procedure: 14.7 g (0.048 mol) of 7-bromo-9,9-dimethyl-9H-fluoren-2-ol, 1.3 g (1.85 mmol) of bis(triphenylphosphine)palladium(II) chloride and 0.5 g (2.6 mmol) of copper(I) iodide are initially introduced in 200 ml of THF and 20 ml of diisopropylamine, and a solution of 9.5 ml (0.13 mmol) of but-3-yn-1-ol in 50 ml of THF is added over the course of 2 h under reflux. When the addition is complete, the batch is heated under reflux for a further 1 h, added to water, acidified using dil. hydrochloric acid and e... Starting materials: CCCCCCC(C)(C)c1ccc(C2CC(=O)CCN2CC(C)C)c(OCc2ccccc2)c1, CCOCC, Cl, [K+], NN, [OH-], O, OCCO. Yields the product CCCCCCC(C)(C)c1ccc(C2CCCCN2CC(C)C)c(OCc2ccccc2)c1. Reaction SMILES: [CH2:1]([CH:2]([CH3:3])[CH3:4])[N:5]1[CH:6]([c:12]2[c:13]([O:27][CH2:28][c:29]3[cH:30][cH:31][cH:32][cH:33][cH:34]3)[cH:14][c:15]([C:18]([CH2:19][CH2:20][CH2:21][CH2:22][CH2:23][CH3:24])([CH3:25])[CH3:26])[cH:16][cH:17]2)[CH2:7][C:8](=[O:11])[CH2:9][CH2:10]1.[CH2:41]([O:42][CH2:43][CH3:44])[CH3:45].[ClH:40].[K+:39].[NH2:36][NH2:37].[OH-:38].[OH2:35].[OH:46][CH2:47][CH2:48][OH:49]>>[CH2:1]([CH:2]([CH3:3])[CH3:4])[N:5]1[CH:6]([c:12]2[c:13]([O:27][CH2:28][c:29]3[cH:30][cH:31][cH:32][cH:33][cH:34]3)[cH:14][c:15]([C:18]([CH2:19][CH2:20][CH2:21][CH2:22][CH2:23][CH3:24])([CH3:25])[CH3:26])[cH:16][cH:17]2)[CH2:7][CH2:8][CH2:9][CH2:10]1. Reactants: C(C)(C)(C)C1=CC=C(C=C1)C1=CC(SC2=CC=C(C=C12)C#CC1=CC=C(C(=O)OCC)C=C1)(C)C (ethyl 4-[[4-(4-tert-butylphenyl)-2,2-dimethyl-(2H)-thiochromen-6-yl]-ethynyl]-benzoate), C(C)(C)(C)C1=CC=C(C=C1)C1=CC(SC2=CC=C(C=C12)C#CC1=CC=C(C(=O)OCC)C=C1)(C)C (ethyl 4-[[4-(4-tert-butylphenyl)-2,2-dimethyl-(2H)-thiochromen-6-yl]-ethynyl]-benzoate), [OH-].[Na+] (NaOH), aqueous solution, Cl (HCl). Solvent: C1CCOC1 (THF), CCO (EtOH). Reaction conditions: temperature 45 celsius, time 8 hour. The product is C(C)(C)(C)C1=CC=C(C=C1)C1=CC(SC2=CC=C(C=C12)C#CC1=CC=C(C(=O)O)C=C1)(C)C (4-[[4-(4-tert-butylphenyl)-2,2-dimethyl-(2H)-thiochromen-6-yl]-ethynyl]-benzoic acid). Yield: 54.0%. As a reaction SMILES: [C:1]([C:5]1[CH:10]=[CH:9][C:8]([C:11]2[C:20]3[C:15](=[CH:16][CH:17]=[C:18]([C:21]#[C:22][C:23]4[CH:33]=[CH:32][C:26]([C:27]([O:29]CC)=[O:28])=[CH:25][CH:24]=4)[CH:19]=3)[S:14][C:13]([CH3:35])([CH3:34])[CH:12]=2)=[CH:7][CH:6]=1)([CH3:4])([CH3:3])[CH3:2].[OH-].[Na+].Cl>C1COCC1.CCO>[C:1]([C:5]1[CH:6]=[CH:7][C:8]([C:11]2[C:20]3[C:15](=[CH:16][CH:17]=[C:18]([C:21]#[C:22][C:23]4[CH:24]=[CH:25][C:26]([C:27]([OH:29])=[O:28])=[CH:32][CH:33]=4)[CH:19]=3)[S:14][C:13]([CH3:35])([CH3:34])[CH:12]=2)=[CH:9][CH:10]=1)([CH3:4])([CH3:2])[CH3:3] |f:1.2|. Procedure: To a solution of ethyl 4-[[4-(4-tert-butylphenyl)-2,2-dimethyl-(2H)-thiochromen-6-yl]-ethynyl]-benzoate (Compound 229, 65.0 mg, 0.135 mmol) in 2.0 mL THF and 2.0 mL EtOH was added NaOH (80.0 mg, 2.0 mmol, 2.0 mL of a 1M aqueous solution). The resulting solution was heated to 45° C. and stirred overnight. Upon cooling to room temperature the reaction mixture was acidified with 10% aqueous HCl and extracted with EtOAc. The combined organic layers were washed with H2O, saturated aqueous NaCl, and d... Reactants: C(CCC)C(=C(CCCC)CCCC)[Sn] (tributylvinyl tin), [Cl-].[Li+] (lithium chloride), BrC=1C=CC(=NC1)N (5-Bromopyridine-2-amine). Reagents/catalysts: C(C)(C)(C)C1=C(C(=CC(=C1)C)C(C)(C)C)O (2,6-di-tert-butyl-4-methylphenol). Solvent: C1(=CC=CC=C1)C (toluene). Product: C(=C)C=1C=CC(=NC1)N (5-vinylpyridine-2-amine). The yield is 57.4%. RXN SMILES: Br[C:2]1[CH:3]=[CH:4][C:5]([NH2:8])=[N:6][CH:7]=1.[CH2:9](C([Sn])=C(CCCC)CCCC)[CH2:10]CC.[Cl-].[Li+]>C1(C)C=CC=CC=1.C(C1C=C(C)C=C(C(C)(C)C)C=1O)(C)(C)C>[CH:9]([C:2]1[CH:3]=[CH:4][C:5]([NH2:8])=[N:6][CH:7]=1)=[CH2:10] |f:2.3,^1:10|. Reported procedure: 5-Bromopyridine-2-amine (2.51 g) was dissolved in toluene (150 mL), tributylvinyl tin (10.0 g), lithium chloride (1.23 g) and 2,6-di-tert-butyl-4-methylphenol (160 mg) were added and the mixture was heated under reflux for 2 hr 30 min. The resulting solid was removed by filtration, and the solvent was evaporated. The residue was dissolved in ethyl acetate and the insoluble material was removed again by filtration. The filtrate was extracted with 0.2 mol/L hydrochloric acid (100 mL, 50 mL), and t... Starting materials: CCOCCO, COc1ccc2ncc(C#N)c(Cl)c2c1, Cl, Nc1ccc2[nH]nnc2c1, c1ccncc1. Yields the product COc1ccc2ncc(C#N)c(Nc3ccc4nn[nH]c4c3)c2c1. Reaction SMILES: [CH3:33][CH2:34][O:35][CH2:36][CH2:37][OH:38].[Cl:1][c:2]1[c:3]([C:14]#[N:15])[cH:4][n:5][c:6]2[cH:7][cH:8][c:9]([O:12][CH3:13])[cH:10][c:11]12.[ClH:16].[NH2:23][c:24]1[cH:25][c:26]2[c:27]([nH:28][n:29][n:30]2)[cH:31][cH:32]1.[n:17]1[cH:18][cH:19][cH:20][cH:21][cH:22]1>>[c:2]1([NH:23][c:24]2[cH:25][c:26]3[c:27]([n:28][n:29][nH:30]3)[cH:31][cH:32]2)[c:3]([C:14]#[N:15])[cH:4][n:5][c:6]2[cH:7][cH:8][c:9]([O:12][CH3:13])[cH:10][c:11]12. Starting materials: CCNCC, CN(C)C=O, CCCc1nnc2c(Cl)nc3ccccc3n12. Yields the product CCCc1nnc2c(N(CC)CC)nc3ccccc3n12. Reaction SMILES: [CH2:18]([CH3:19])[NH:20][CH2:21][CH3:22].[CH3:23][N:24]([CH3:25])[CH:26]=[O:27].[Cl:1][c:2]1[c:3]2[n:4]([c:5]3[cH:6][cH:7][cH:8][cH:9][c:10]3[n:11]1)[c:12]([CH2:15][CH2:16][CH3:17])[n:13][n:14]2>>[c:2]1([N:20]([CH2:18][CH3:19])[CH2:21][CH3:22])[c:3]2[n:4]([c:5]3[cH:6][cH:7][cH:8][cH:9][c:10]3[n:11]1)[c:12]([CH2:15][CH2:16][CH3:17])[n:13][n:14]2. Reactants: Cl.NC=1C=C(CNC2=NC=NC3=C(C=CC=C23)C(=O)N)C=CC1 (4-(3-Amino-benzylamino)-quinazoline-8-carboxylic acid amide hydrochloride), ClC=1SC2=C(N1)C=CC=C2 (2-Chloro-benzothiazole). Product: S1C(=NC2=C1C=CC=C2)NC=2C=C(CNC1=NC=NC3=C(C=CC=C13)C(=O)N)C=CC2 (4-[3-(Benzothiazol-2-ylamino)-benzylamino]-quinazoline-8-carboxylic acid amide). As a reaction SMILES: Cl.[NH2:2][C:3]1[CH:4]=[C:5]([CH:21]=[CH:22][CH:23]=1)[CH2:6][NH:7][C:8]1[C:17]2[C:12](=[C:13]([C:18]([NH2:20])=[O:19])[CH:14]=[CH:15][CH:16]=2)[N:11]=[CH:10][N:9]=1.Cl[C:25]1[S:26][C:27]2[CH:33]=[CH:32][CH:31]=[CH:30][C:28]=2[N:29]=1>>[S:26]1[C:27]2[CH:33]=[CH:32][CH:31]=[CH:30][C:28]=2[N:29]=[C:25]1[NH:2][C:3]1[CH:4]=[C:5]([CH:21]=[CH:22][CH:23]=1)[CH2:6][NH:7][C:8]1[C:17]2[C:12](=[C:13]([C:18]([NH2:20])=[O:19])[CH:14]=[CH:15][CH:16]=2)[N:11]=[CH:10][N:9]=1 |f:0.1|. Procedure: The title compound was prepared according to Example 684 starting 4-(3-Amino-benzylamino)-quinazoline-8-carboxylic acid amide hydrochloride and 2-Chloro-benzothiazole: Reactants: COc1ncc(Br)cc1C(=O)O, Cc1ccc(CN)cc1. The reagents and catalysts are C1CCC(CC1)N=C=NC2CCCCC2 (DCC), CN1CCOCC1 (NMM), C1=CC=C2C(=C1)C(=O)N(C2=O)O (N-Hydroxyphthalimide). Solvent: CN(C)C=O (DMF), CN(C)C=O (DMF), CN(C)C=O (DMF), CN(C)C=O (DMF), CN(C)C=O (DMF), CN(C)C=O (DMF). Reaction conditions: temperature 25 celsius, time 2 hour. Product: COc1ncc(Br)cc1C(=O)NCc1ccc(C)cc1. The yield is 90.4%. As a reaction SMILES: Cc1ccc(CN)cc1.COc1ncc(Br)cc1C(=O)O.C1CCC(CC1)N=C=NC2CCCCC2.C1=CC=C2C(=C1)C(=O)N(C2=O)O.CN1CCOCC1.CN(C)C=O>>COc1ncc(Br)cc1C(=O)NCc1ccc(C)cc1.